The task is: describe an organic reaction: reactants, conditions, products, and yield. This data is from the Open Reaction Database (ORD), a public repository of structured organic reaction records. Starting materials: CS(=O)(=O)c1cc(F)c2c(c1)OC(CBr)OC2, C1CNC1, CCO. Yields the product CS(=O)(=O)c1cc(F)c2c(c1)OC(CN1CCC1)OC2. Reaction SMILES: [Br:1][CH2:2][CH:3]1[O:4][CH2:5][c:6]2[c:7]([cH:9][c:10]([S:14](=[O:15])(=[O:16])[CH3:17])[cH:11][c:12]2[F:13])[O:8]1.[CH2:18]1[CH2:19][NH:20][CH2:21]1.[CH3:22][CH2:23][OH:24]>>[CH2:2]([CH:3]1[O:4][CH2:5][c:6]2[c:7]([cH:9][c:10]([S:14](=[O:15])(=[O:16])[CH3:17])[cH:11][c:12]2[F:13])[O:8]1)[N:20]1[CH2:19][CH2:18][CH2:21]1. Reactants: COC(=O)c1ccc(CBr)cc1, NC(=O)C1CCCC1NS(=O)(=O)c1ccc(Cl)cc1. The product is COC(=O)c1ccc(CN(C2CCCC2C(N)=O)S(=O)(=O)c2ccc(Cl)cc2)cc1. As a reaction SMILES: [Br:20][CH2:21][c:22]1[cH:23][cH:24][c:25]([C:26](=[O:27])[O:28][CH3:29])[cH:30][cH:31]1.[Cl:1][c:2]1[cH:3][cH:4][c:5]([S:8](=[O:9])(=[O:10])[NH:11][CH:12]2[CH:13]([C:17](=[O:18])[NH2:19])[CH2:14][CH2:15][CH2:16]2)[cH:6][cH:7]1>>[Cl:1][c:2]1[cH:3][cH:4][c:5]([S:8](=[O:9])(=[O:10])[N:11]([CH:12]2[CH:13]([C:17](=[O:18])[NH2:19])[CH2:14][CH2:15][CH2:16]2)[CH2:21][c:22]2[cH:23][cH:24][c:25]([C:26](=[O:27])[O:28][CH3:29])[cH:30][cH:31]2)[cH:6][cH:7]1. Starting materials: NCC[C@@H](C)N1CCC(CC1)N(CC=1C=NC=CC1C)C1=CC=C(C=C1)OC ((R)-[1-(3-Amino-1-methyl-propyl)-piperidin-4-yl]-(4-methoxy-phenyl)-(4-methyl-pyridin-3-ylmethyl)-amine), ClC1=C(C(=O)O)C(=CC=N1)C (2-chloro-4-methyl-nicotinic acid), CCN(C(C)C)C(C)C (DIPEA), CCN=C=NCCCN(C)C (EDCI), C=1C=CC2=C(C1)N=NN2O (HOBT). The solvent is CN(C)C=O (DMF). Run at temperature 25 celsius, time 16 hour. Product: ClC1=C(C(=O)NCC[C@@H](C)N2CCC(CC2)N(CC=2C=NC=CC2C)C2=CC=C(C=C2)OC)C(=CC=N1)C (2-chloro-N-((R)-3-{4-[(4-methoxy-phenyl)-(4-methyl-pyridin-3-ylmethyl)-amino]-piperidin-1-yl}-butyl)-4-methyl-nicotinamide). Isolated yield 57.8%. RXN SMILES: [NH2:1][CH2:2][CH2:3][C@H:4]([N:6]1[CH2:11][CH2:10][CH:9]([N:12]([C:21]2[CH:26]=[CH:25][C:24]([O:27][CH3:28])=[CH:23][CH:22]=2)[CH2:13][C:14]2[CH:15]=[N:16][CH:17]=[CH:18][C:19]=2[CH3:20])[CH2:8][CH2:7]1)[CH3:5].CCN=C=NCCCN(C)C.C1C=CC2N(O)N=NC=2C=1.[Cl:50][C:51]1[N:59]=[CH:58][CH:57]=[C:56]([CH3:60])[C:52]=1[C:53](O)=[O:54].CCN(C(C)C)C(C)C>CN(C=O)C>[Cl:50][C:51]1[N:59]=[CH:58][CH:57]=[C:56]([CH3:60])[C:52]=1[C:53]([NH:1][CH2:2][CH2:3][C@H:4]([N:6]1[CH2:7][CH2:8][CH:9]([N:12]([C:21]2[CH:26]=[CH:25][C:24]([O:27][CH3:28])=[CH:23][CH:22]=2)[CH2:13][C:14]2[CH:15]=[N:16][CH:17]=[CH:18][C:19]=2[CH3:20])[CH2:10][CH2:11]1)[CH3:5])=[O:54]. Procedure details: (R)-[1-(3-Amino-1-methyl-propyl)-piperidin-4-yl]-(4-methoxy-phenyl)-(4-methyl-pyridin-3-ylmethyl)-amine (0.077 g, 0.20 mmol), EDCI (0.043 g, 0.22 mmol) and HOBT (0.030 g, 0.22 mmol) were combined in DMF (5 mL) to give a pale yellow solution. To this solution was added 2-chloro-4-methyl-nicotinic acid (0.038 g, 0.22 mmol) followed by DIPEA (42 μL, 0.24 mmol) and the resulting mixture was stirred at 25° C. for 16 h. Standard workup according to General Procedure C gave the crude product as a tan o... Reactants: ClN1C(CCC1=O)=O (N-chlorosuccinimide), ClC1=C(C=CC=C1)S (o-Chlorothiophenol). Solvent: C(Cl)(Cl)(Cl)Cl (carbon tetrachloride), C(Cl)(Cl)(Cl)Cl (carbon tetrachloride). Reaction conditions: time 16 hour. Product: ClC1=C(C=CC=C1)SCl (o-chlorobenzenesulfenyl chloride). The yield is 94.9%. As a reaction SMILES: [Cl:1]N1C(=O)CCC1=O.[Cl:9][C:10]1[CH:15]=[CH:14][CH:13]=[CH:12][C:11]=1[SH:16]>C(Cl)(Cl)(Cl)Cl>[Cl:9][C:10]1[CH:15]=[CH:14][CH:13]=[CH:12][C:11]=1[S:16][Cl:1]. Procedure details: Under nitrogen, N-chlorosuccinimide (5.34 g., 40 mmoles) was slurried in 50 ml. of carbon tetrachloride and the stirred mixture cooled in an ice-water bath. o-Chlorothiophenol (5.76 g., 40 mmoles), dissolved in 25 ml. of carbon tetrachloride, was added dropwise. The ice-water bath was removed and the reaction mixture stirred at room temperature for approximately 16 hours. The reaction was filtered, evaporated to an oil, taken up in hexane, refiltered and reconcentrated to yield o-chlorobenzenesu... Procedure: Cis-4-cyclohexene-1,2-dicarboximide (10.9 g) was hydrogenated over 10% palladium on carbon (1 g) in absolute ethanol (420 ml) at 50 psi for 10 minutes. The mixture was filtered then evaporated to give cis-cyclohexane-1,2-dicarboximide (10.6 g). To anhydrous diethyl ether (200 ml) was cannulated under nitrogen a 1M diethyl ether solution (200 ml) of lithium aluminium hydride. To the foregoing solution, under reflux, was added cis-cyclohexane-1,2-dicarboximide (10.6 g) portionwise over 10 minutes.... Starting materials: [OH-].[Na+] (sodium hydroxide), C(C)OCC (diethyl ether), [C@@H]12[C@@H](CCCC1)C(NC2=O)=O (cis-cyclohexane-1,2-dicarboximide), C(C)OCC (diethyl ether), [H-].[Al+3].[Li+].[H-].[H-].[H-] (lithium aluminium hydride). The product is C1NC[C@@H]2CCCC[C@H]12 (Cis-Octahydroisoindole). Reaction conditions: temperature 0 celsius. Run in O (water), O (water). As a reaction SMILES: C(OCC)C.[H-].[Al+3].[Li+].[H-].[H-].[H-].[C@@H:12]12[C:20](=O)[NH:19][C:18](=O)[C@@H:13]1[CH2:14][CH2:15][CH2:16][CH2:17]2.[OH-].[Na+]>O>[CH2:18]1[C@@H:13]2[C@@H:12]([CH2:17][CH2:16][CH2:15][CH2:14]2)[CH2:20][NH:19]1 |f:1.2.3.4.5.6,8.9|. The reactants are COC1=C(C=C(C=C1)C(=CC(=O)N1CCOCC1)C1=CC=CC=C1)C (3-(4-methoxy-3-methylphenyl)-3-phenylacrylic acid morpholide), P12(=S)SP3(=S)SP(=S)(S1)SP(=S)(S2)S3 (phosphorus pentasulfide), C=1(C(=CC=CC1)C)C (xylene). The solvent is C1CCCCC1 (cyclohexane). The product is COC1=C(C=C(C=C1)C(=CC(=S)N1CCOCC1)C1=CC=CC=C1)C (3-(4-Methoxy-3-methylphenyl)-3-phenylthioacrylic acid morpholide). As a reaction SMILES: [CH3:1][O:2][C:3]1[CH:8]=[CH:7][C:6]([C:9]([C:19]2[CH:24]=[CH:23][CH:22]=[CH:21][CH:20]=2)=[CH:10][C:11]([N:13]2[CH2:18][CH2:17][O:16][CH2:15][CH2:14]2)=O)=[CH:5][C:4]=1[CH3:25].P12(SP3(SP(SP(S3)(S1)=S)(=S)S2)=S)=[S:27].C1(C)C(C)=CC=CC=1>C1CCCCC1>[CH3:1][O:2][C:3]1[CH:8]=[CH:7][C:6]([C:9]([C:19]2[CH:24]=[CH:23][CH:22]=[CH:21][CH:20]=2)=[CH:10][C:11]([N:13]2[CH2:18][CH2:17][O:16][CH2:15][CH2:14]2)=[S:27])=[CH:5][C:4]=1[CH3:25]. Procedure details: 6.75 g (20 mmols) of 3-(4-methoxy-3-methylphenyl)-3-phenylacrylic acid morpholide and 2.22 g (10 mmols) of finely ground phosphorus pentasulfide were refluxed unit 50 ml of absolute xylene for 3 horus. After cooling, the insoluble matter was filtered off, and the filtrate was washed with water, dried and concentrated by evaporation in vacuo. This concentrate was purified on a silica gel column. Elution was carried out first with toluene and then with a toluene/diisopropylether mixture in the pro... The reactants are B(F)(F)F.CCOCC (boron trifluoride diethyl etherate), [Cu]C#N (copper (I) cyanide), [C-]#N.[Na+] (sodium cyanide), NC1=C(C=C(C(=O)OCC)C=C1)Br (ethyl 4-amino-3-bromobenzoate), N(=O)OC(C)(C)C (tert-butyl nitrite). Run in CCOC(=O)C (EtOAc), O (water), C(C)OCC (ethyl ether), O (water), C(Cl)Cl (methylene chloride). Reaction conditions: temperature 0 celsius, time 4 hour. The product is ethyl ester, BrC=1C=C(C(=O)O)C=CC1C#N (3-Bromo-4-cyanobenzoic acid). The yield is 76.0%. As a reaction SMILES: N[C:2]1[CH:12]=[CH:11][C:5]([C:6]([O:8]CC)=[O:7])=[CH:4][C:3]=1[Br:13].N(OC(C)(C)C)=O.B(F)(F)F.CCOCC.[Cu][C:31]#[N:32].[C-]#N.[Na+]>C(Cl)Cl.C(OCC)C.O.CCOC(C)=O>[Br:13][C:3]1[CH:4]=[C:5]([CH:11]=[CH:12][C:2]=1[C:31]#[N:32])[C:6]([OH:8])=[O:7] |f:2.3,5.6|. Reported procedure: A solution of ethyl 4-amino-3-bromobenzoate (23.5 g, 96.3 mmol) in methylene chloride at −10° C. is treated dropwise with tert-butyl nitrite (14.0 mL, 118.4 mmol), followed by boron trifluoride diethyl etherate (18.4 mL, 146.5 mmol). The reaction mixture is allowed to come to room temperature, stirred for 4 h, diluted with ethyl ether and filtered. The filtercake is dried, dispersed in toluene, cooled to 0° C., treated with a solution of copper (I) cyanide (11.5 g, 129.2 mmol) and sodium cyanide... Procedure: Hydrazine (1.00 ml) was added dropwise to a solution of 4.1 g of 4-[(dimethylamino)methylene]-1,4,6,7-tetrahydro-1-methyl-5H-indazol-5-one in 100 ml of methanol. The solution was heated at reflux for 30 minutes and treated with a small amount of activated charcoal. The mixture was gravity-filtered and the filtrate was concentrated in vacuo. The residue was flash chromatograhed (10% methanol in dichloromethane) on silica gel to provide an amber syrup. The syrup was triturated with ether to afford... Yields the product CN1N=CC2=C1CCC=1NN=CC12 (3,4,5,6-tetrahydro-3-methylbenzo[1,2-c:4,3-c']dipyrazole). The reactants are NN (Hydrazine), CN(C)C=C1C=2C=NN(C2CCC1=O)C (4-[(dimethylamino)methylene]-1,4,6,7-tetrahydro-1-methyl-5H-indazol-5-one), C (charcoal). RXN SMILES: [NH2:1]N.C[N:4]([CH:6]=[C:7]1[C:15](=O)[CH2:14][CH2:13][C:12]2[N:11]([CH3:17])[N:10]=[CH:9][C:8]1=2)C.C>CO>[CH3:17][N:11]1[C:12]2[CH2:13][CH2:14][C:15]3[NH:1][N:4]=[CH:6][C:7]=3[C:8]=2[CH:9]=[N:10]1. Solvent: CO (methanol). The yield is 74.0%. Reactants: CI (Methyl iodide), ClC=1C(=NON1)C=1C=NC=CC1 (3-(4-chloro-1,2,5-oxadiazol-3-yl)pyridine). The solvent is CC(=O)C (acetone). Reaction conditions: time 18 hour. Yields the product [I-].ClC=1C(=NON1)C=1C=[N+](C=CC1)C (3-(4-chloro-1,2,5-oxadiazol-3--yl)-1-methylpyridinium iodide). RXN SMILES: [CH3:1][I:2].[Cl:3][C:4]1[C:5]([C:9]2[CH:10]=[N:11][CH:12]=[CH:13][CH:14]=2)=[N:6][O:7][N:8]=1>CC(C)=O>[I-:2].[Cl:3][C:4]1[C:5]([C:9]2[CH:10]=[N+:11]([CH3:1])[CH:12]=[CH:13][CH:14]=2)=[N:6][O:7][N:8]=1 |f:3.4|. Procedure details: Methyl iodide (1 ml, 15 mmol) was added to a solution of 3-(4-chloro-1,2,5-oxadiazol-3-yl)pyridine (230 mg, 1.2 mmol) in acetone. The reaction mixture was stirred at room temperature for 18 h and evaporated to give the title compound. The reactants are S(=O)(=O)(O)CCO (isethionic acid), C(C1=CC=CC=C1)C1CCN(CC1)CCOC1=CC2=CC=C(C=C2C=C1)OCC1=CC=CC=C1 (4-benzyl-1-[2-(6-benzyloxy-naphthalen-2-yloxy)-ethyl]-piperidine). The reagents and catalysts are [Pd] (palladium on carbon). Solvent: CO (methanol), CO (methanol), O1CCCC1 (tetrahydrofuran). Conditions: time 20 hour. The product is C(C1=CC=CC=C1)C1CCN(CC1)CCOC=1C=C2C=CC(=CC2=CC1)O (4-Benzyl-1-(2-(2-hydroxynaphth-6-oxy)ethyl)piperidine). Isolated yield 95.3%. As a reaction SMILES: [CH2:1]([CH:8]1[CH2:13][CH2:12][N:11]([CH2:14][CH2:15][O:16][C:17]2[CH:26]=[CH:25][C:24]3[C:19](=[CH:20][CH:21]=[C:22]([O:27]CC4C=CC=CC=4)[CH:23]=3)[CH:18]=2)[CH2:10][CH2:9]1)[C:2]1[CH:7]=[CH:6][CH:5]=[CH:4][CH:3]=1.S(CCO)(O)(=O)=O>[Pd].CO.O1CCCC1>[CH2:1]([CH:8]1[CH2:9][CH2:10][N:11]([CH2:14][CH2:15][O:16][C:17]2[CH:18]=[C:19]3[C:24](=[CH:25][CH:26]=2)[CH:23]=[C:22]([OH:27])[CH:21]=[CH:20]3)[CH2:12][CH2:13]1)[C:2]1[CH:7]=[CH:6][CH:5]=[CH:4][CH:3]=1. Reported procedure: A mixture of of 4-benzyl-1-[2-(6-benzyloxy-naphthalen-2-yloxy)-ethyl]-piperidine (0.67 g, 1.48 mmol) and 20% palladium on carbon (0.06 g) in methanol (8 ml) and tetrahydrofuran (8 ml) was shaken on a Parr hydrogenation apparatus under a hydrogen atmosphere (50 psi) for 20 h. After removal of the catalyst, the filtrate was evaporated and the white solid (0.51 g, 95%) was dissolved in tetrahydofuran (5 ml). A solution of isethionic acid in methanol (4.6 ml, 1.28 mmol) was added, and the solid prec...